From a dataset of the Open Reaction Database (ORD), a public repository of structured organic reaction records. describe an organic reaction: reactants, conditions, products, and yield Reactants: COC1=CC(=C(N)C=C1)[N+](=O)[O-] (4-methoxy-2-nitroaniline), N1=CC=CC=C1 (pyridine), COC=1C=C(C(=O)Cl)C=C(C1OC)OC (3,4,5-trimethoxybenzoylchloride). The solvent is ClCCl (dichloromethane), ClCCl (dichloromethane). The product is [N+](=O)([O-])C1=C(C=CC(=C1)OC)NC(C1=CC(=C(C(=C1)OC)OC)OC)=O (N-(2-Nitro-4-methoxyphenyl)(3,4,5-trimethoxybenzamide)). Yield: 74.0%. RXN SMILES: [CH3:1][O:2][C:3]1[CH:9]=[CH:8][C:6]([NH2:7])=[C:5]([N+:10]([O-:12])=[O:11])[CH:4]=1.N1C=CC=CC=1.[CH3:19][O:20][C:21]1[CH:22]=[C:23]([CH:27]=[C:28]([O:32][CH3:33])[C:29]=1[O:30][CH3:31])[C:24](Cl)=[O:25]>ClCCl>[N+:10]([C:5]1[CH:4]=[C:3]([O:2][CH3:1])[CH:9]=[CH:8][C:6]=1[NH:7][C:24](=[O:25])[C:23]1[CH:22]=[C:21]([O:20][CH3:19])[C:29]([O:30][CH3:31])=[C:28]([O:32][CH3:33])[CH:27]=1)([O-:12])=[O:11]. Reported procedure: To a solution of 4-methoxy-2-nitroaniline (45 mmole, 6.8 g) in dichloromethane (120 ml) and pyridine (75 mmole, 6 ml) is added 3,4,5-trimethoxybenzoylchloride (50 mmole, 11.5 g) in dichloromethane (40 ml). The mixture is stirred at room temperature over night. The precipitate is filtered off and dried in vacuo to yield the title product as an orange solid (74%). The reactants are BrB(Br)Br, COc1c(Cl)ccc2c1C(C)(C)CC(O)(C(F)(F)F)C2Nc1cccc2[nH]ncc12, ClCCl. Yields the product CC1(C)CC(O)(C(F)(F)F)C(Nc2cccc3[nH]ncc23)c2ccc(Cl)c(O)c21. Reaction SMILES: [B:31]([Br:32])([Br:33])[Br:34].[Cl:1][c:2]1[c:3]([O:29][CH3:30])[c:4]2[c:9]([cH:10][cH:11]1)[CH:8]([NH:12][c:13]1[c:14]3[cH:15][n:16][nH:17][c:18]3[cH:19][cH:20][cH:21]1)[C:7]([OH:22])([C:23]([F:24])([F:25])[F:26])[CH2:6][C:5]2([CH3:27])[CH3:28].[Cl:35][CH2:36][Cl:37]>>[Cl:1][c:2]1[c:3]([OH:29])[c:4]2[c:9]([cH:10][cH:11]1)[CH:8]([NH:12][c:13]1[c:14]3[cH:15][n:16][nH:17][c:18]3[cH:19][cH:20][cH:21]1)[C:7]([OH:22])([C:23]([F:24])([F:25])[F:26])[CH2:6][C:5]2([CH3:27])[CH3:28]. The reactants are CCOC(=O)c1sc(NCc2ccc(OC)cc2OC)c(C#N)c1-c1ccc(Cl)cc1Cl, ClCCl, O=C(O)C(F)(F)F. The product is CCOC(=O)c1sc(N)c(C#N)c1-c1ccc(Cl)cc1Cl. Reaction SMILES: [C:1](#[N:2])[c:3]1[c:4](-[c:25]2[c:26]([Cl:32])[cH:27][c:28]([Cl:31])[cH:29][cH:30]2)[c:5]([C:20](=[O:21])[O:22][CH2:23][CH3:24])[s:6][c:7]1[NH:8][CH2:9][c:10]1[cH:11][cH:12][c:13]([O:14][CH3:15])[cH:16][c:17]1[O:18][CH3:19].[Cl:40][CH2:41][Cl:42].[OH:33][C:34]([C:35]([F:36])([F:37])[F:38])=[O:39]>>[C:1](#[N:2])[c:3]1[c:4](-[c:25]2[c:26]([Cl:32])[cH:27][c:28]([Cl:31])[cH:29][cH:30]2)[c:5]([C:20](=[O:21])[O:22][CH2:23][CH3:24])[s:6][c:7]1[NH2:8].